From a dataset of the Open Reaction Database (ORD), a public repository of structured organic reaction records. describe an organic reaction: reactants, conditions, products, and yield The product is CC(n1cncn1)C1(c2ccc(F)cc2F)CO1. As a reaction SMILES: [F:1][c:2]1[c:3]([C:9]2([CH:12]([CH3:13])[OH:14])[O:10][CH2:11]2)[cH:4][cH:5][c:6]([F:8])[cH:7]1.[nH:15]1[n:16][cH:17][n:18][cH:19]1>>[F:1][c:2]1[c:3]([C:9]2([CH:12]([CH3:13])[n:15]3[n:16][cH:17][n:18][cH:19]3)[O:10][CH2:11]2)[cH:4][cH:5][c:6]([F:8])[cH:7]1. Starting materials: CC(O)C1(c2ccc(F)cc2F)CO1, c1nc[nH]n1. Reactants: C1(CCCC1)CC(=O)O (cyclopentylacetic acid), Cl.N[C@@H](C)C(=O)C1(C(N(C2=C(N(C1=O)C1=CC=CC=C1)C=CC=C2)C2=CC=CC=C2)=O)N (3-(L-Alaninyl)-amino-2,4-dioxo-1,5-bis-phenyl-2,3,4,5-tetrahydro-1H-1,5-benzodiazepine Hydrochloride). Product: C1(CCCC1)CC(=O)N[C@@H](C)C(=O)NC1C(N(C2=C(N(C1=O)C1=CC=CC=C1)C=CC=C2)C2=CC=CC=C2)=O (3-[N′-(Cyclopentylacetyl)-L-alaninyl]amino-2,4-dioxo-1,5-bis-phenyl-2,3,4,5-tetrahydro-1H-1,5-benzodiazepine). RXN SMILES: [CH:1]1([CH2:6][C:7]([OH:9])=O)[CH2:5][CH2:4][CH2:3][CH2:2]1.Cl.N[C@H](C([C:16]1([NH2:41])[C:22](=[O:23])[N:21]([C:24]2[CH:29]=[CH:28][CH:27]=[CH:26][CH:25]=2)[C:20]2[CH:30]=[CH:31][CH:32]=[CH:33][C:19]=2[N:18]([C:34]2[CH:39]=[CH:38][CH:37]=[CH:36][CH:35]=2)[C:17]1=[O:40])=O)C>>[CH:1]1([CH2:6][C:7]([NH:41][C@H:16]([C:22]([NH:41][CH:16]2[C:22](=[O:23])[N:21]([C:24]3[CH:25]=[CH:26][CH:27]=[CH:28][CH:29]=3)[C:39]3[CH:38]=[CH:37][CH:36]=[CH:35][C:34]=3[N:18]([C:19]3[CH:20]=[CH:30][CH:31]=[CH:32][CH:33]=3)[C:17]2=[O:40])=[O:23])[CH3:17])=[O:9])[CH2:2][CH2:3][CH2:4][CH2:5]1 |f:1.2|. Procedure details: Following General Procedure I above using cyclopentylacetic acid (Aldrich) and 3-(L-alaninyl)-amino-2,4-dioxo-1,5-bis-phenyl-2,3,4,5-tetrahydro-1H-1,5-benzodiazepine hydrochloride (Example 8-W), the title compound was prepared as an amorphous white solid. Purification was by flash chromatography eluting with CH2Cl2/EtOAc (1:1). Rf=0.44 (CH2Cl2/EtOAc, 1:1). RXN SMILES: [C:52](=[O:53])([OH:54])[O-:55].[CH3:57][CH2:58][O:59][C:60](=[O:61])[CH3:62].[F:1][C:2]([c:3]1[cH:4][c:5]([CH2:6][N:7]([c:8]2[cH:9][c:10]([NH:14][CH2:15][CH2:16][C:17](=[O:18])[O:19][C:20]([CH3:21])([CH3:22])[CH3:23])[n:11][cH:12][n:13]2)[CH2:24][c:25]2[c:26]([N:35]([CH2:36][CH3:37])[CH2:38][CH2:39][CH2:40][CH3:41])[cH:27][cH:28][c:29]([C:31]([F:32])([F:33])[F:34])[cH:30]2)[cH:42][c:43]([C:45]([F:46])([F:47])[F:48])[cH:44]1)([F:49])[F:50].[Na+:56].[OH2:51]>>[F:1][C:2]([c:3]1[cH:4][c:5]([CH2:6][N:7]([c:8]2[cH:9][c:10]([NH:14][CH2:15][CH2:16][C:17](=[O:18])[OH:19])[n:11][cH:12][n:13]2)[CH2:24][c:25]2[c:26]([N:35]([CH2:36][CH3:37])[CH2:38][CH2:39][CH2:40][CH3:41])[cH:27][cH:28][c:29]([C:31]([F:32])([F:33])[F:34])[cH:30]2)[cH:42][c:43]([C:45]([F:46])([F:47])[F:48])[cH:44]1)([F:49])[F:50]. Reactants: O=C([O-])O, CCOC(C)=O, CCCCN(CC)c1ccc(C(F)(F)F)cc1CN(Cc1cc(C(F)(F)F)cc(C(F)(F)F)c1)c1cc(NCCC(=O)OC(C)(C)C)ncn1, [Na+], O. The product is CCCCN(CC)c1ccc(C(F)(F)F)cc1CN(Cc1cc(C(F)(F)F)cc(C(F)(F)F)c1)c1cc(NCCC(=O)O)ncn1. Reactants: O/N=C(\C(C)C)/N ((E)-N′-hydroxyisobutyrimidamide), ClCCC(=O)O (3-chloropropanoic acid), C1(CCCCC1)N=C=NC1CCCCC1 (dicyclohexylcarbodiimide). The solvent is O1CCOCC1 (dioxane). Run at temperature 0 celsius, time 1 hour. Product: ClCCC1=NC(=NO1)C(C)C (5-(2-chloroethyl)-3-isopropyl-1,2,4-oxadiazole). RXN SMILES: [OH:1]/[N:2]=[C:3](/[NH2:7])\[CH:4]([CH3:6])[CH3:5].[Cl:8][CH2:9][CH2:10][C:11](O)=O.C1(N=C=NC2CCCCC2)CCCCC1>O1CCOCC1>[Cl:8][CH2:9][CH2:10][C:11]1[O:1][N:2]=[C:3]([CH:4]([CH3:6])[CH3:5])[N:7]=1. Procedure: A mixture of (E)-N′-hydroxyisobutyrimidamide (510 mg, 5 mmol), 3-chloropropanoic acid (542 mg, 5 mmol) and dicyclohexylcarbodiimide (1.24 g, 6 mmol) in anhydrous dioxane (20 mL) was stirred at 0° C. for 1 h and then at room temperature for an additional 1 h. The reaction was then heated at 80° C. for an additional 18 h. The reaction was filtered and the filtrate was evaporated. The resulting residue was purified by silica chromatography (0-100% EtOAc in hexanes gradient) to give 5-(2-chloroethyl... Starting materials: COC(=O)COc1ccc(N(C)C(=O)OC(C)(C)C)cc1C, ClCCl, O=C(O)C(F)(F)F. Product: CNc1ccc(OCC(=O)OC)c(C)c1. RXN SMILES: [CH3:1][O:2][C:3]([CH2:4][O:5][c:6]1[c:7]([CH3:21])[cH:8][c:9]([N:12]([CH3:13])[C:14]([O:15][C:16]([CH3:17])([CH3:18])[CH3:19])=[O:20])[cH:10][cH:11]1)=[O:22].[Cl:30][CH2:31][Cl:32].[F:23][C:24]([F:25])([F:26])[C:27]([OH:28])=[O:29]>>[CH3:1][O:2][C:3]([CH2:4][O:5][c:6]1[c:7]([CH3:21])[cH:8][c:9]([NH:12][CH3:13])[cH:10][cH:11]1)=[O:22]. The reactants are NC=1SC=C(N1)CC(=O)N[C@H]1[C@@H]2N(C(=C(CS2)COC(CC(=O)C)=O)C(=O)[O-])C1=O.[Na+] (sodium 7β-[2-(2-aminothiazol-4-yl)acetamido]-3-acetoacetoxymethyl-ceph-3-em-4-carboxylate), CC(CC(=O)OC(C(C)C)I)C (1-iodo-2-methylpropyl 3-methylbutyrate). The solvent is CN(C=O)C (N,N-dimethylformamide). Conditions: temperature -5 celsius. The product is NC=1SC=C(N1)CC(=O)N[C@H]1[C@@H]2N(C(=C(CS2)COC(CC(=O)C)=O)C(=O)OC(C(C)C)OC(CC(C)C)=O)C1=O (1-(3-methylbutyryloxy)-2-methylpropyl 7β-[2-(2-aminothiazol-4-yl)acetamido]-3-acetoacetoxymethyl-ceph-3-em-4-carboxylate). The yield is 41.0%. RXN SMILES: [NH2:1][C:2]1[S:3][CH:4]=[C:5]([CH2:7][C:8]([NH:10][C@@H:11]2[C:29](=[O:30])[N:13]3[C:14]([C:26]([O-:28])=[O:27])=[C:15]([CH2:18][O:19][C:20](=[O:25])[CH2:21][C:22]([CH3:24])=[O:23])[CH2:16][S:17][C@H:12]23)=[O:9])[N:6]=1.[Na+].[CH3:32][CH:33]([CH3:43])[CH2:34][C:35]([O:37][CH:38](I)[CH:39]([CH3:41])[CH3:40])=[O:36]>CN(C)C=O>[NH2:1][C:2]1[S:3][CH:4]=[C:5]([CH2:7][C:8]([NH:10][C@@H:11]2[C:29](=[O:30])[N:13]3[C:14]([C:26]([O:28][CH:38]([O:37][C:35](=[O:36])[CH2:34][CH:33]([CH3:43])[CH3:32])[CH:39]([CH3:41])[CH3:40])=[O:27])=[C:15]([CH2:18][O:19][C:20](=[O:25])[CH2:21][C:22]([CH3:24])=[O:23])[CH2:16][S:17][C@H:12]23)=[O:9])[N:6]=1 |f:0.1|. Reported procedure: In 30 ml of N,N-dimethylformamide is dissolved 4.76 g of sodium 7β-[2-(2-aminothiazol-4-yl)acetamido]-3-acetoacetoxymethyl-ceph-3-em-4-carboxylate and the solution is cooled to -5° C. With stirring, 5.0 g of 1-iodo-2-methylpropyl 3-methylbutyrate is added dropwise, followed by stirring for further 5 minutes. Thereafter, following the procedupe of Example 1, 2.5 g of the title compound is obtained.